Dataset: the Open Reaction Database (ORD), a public repository of structured organic reaction records. Task: describe an organic reaction: reactants, conditions, products, and yield Starting materials: CC(C)(C)OC(=O)N(Cc1ccccc1)C1CCCc2cc(O)c(Cl)cc2C1, CCOC(C)=O, Cl. Product: Oc1cc2c(cc1Cl)CC(NCc1ccccc1)CCC2. RXN SMILES: [CH2:1]([c:2]1[cH:3][cH:4][cH:5][cH:6][cH:7]1)[N:8]([CH:9]1[CH2:10][c:11]2[c:12]([cH:16][c:17]([OH:21])[c:18]([Cl:20])[cH:19]2)[CH2:13][CH2:14][CH2:15]1)[C:22]([O:23][C:24]([CH3:25])([CH3:26])[CH3:27])=[O:28].[CH3:30][CH2:31][O:32][C:33](=[O:34])[CH3:35].[ClH:29]>>[CH2:1]([c:2]1[cH:3][cH:4][cH:5][cH:6][cH:7]1)[NH:8][CH:9]1[CH2:10][c:11]2[c:12]([cH:16][c:17]([OH:21])[c:18]([Cl:20])[cH:19]2)[CH2:13][CH2:14][CH2:15]1. Starting materials: CNC, CCOC(C)=O, COc1cc2c(Nc3ccc4cn[nH]c4c3)c(C#N)cnc2cc1OCCCl, [I-], [Na+], C1CCOC1. The product is COc1cc2c(Nc3ccc4cn[nH]c4c3)c(C#N)cnc2cc1OCCN(C)C. As a reaction SMILES: [CH3:31][NH:32][CH3:33].[CH3:39][CH2:40][O:41][C:42](=[O:43])[CH3:44].[Cl:1][CH2:2][CH2:3][O:4][c:5]1[c:6]([O:27][CH3:28])[cH:7][c:8]2[c:9]([NH:17][c:18]3[cH:19][cH:20][c:21]4[cH:22][n:23][nH:24][c:25]4[cH:26]3)[c:10]([C:15]#[N:16])[cH:11][n:12][c:13]2[cH:14]1.[I-:30].[Na+:29].[O:34]1[CH2:35][CH2:36][CH2:37][CH2:38]1>>[CH2:2]([CH2:3][O:4][c:5]1[c:6]([O:27][CH3:28])[cH:7][c:8]2[c:9]([NH:17][c:18]3[cH:19][cH:20][c:21]4[cH:22][n:23][nH:24][c:25]4[cH:26]3)[c:10]([C:15]#[N:16])[cH:11][n:12][c:13]2[cH:14]1)[N:32]([CH3:31])[CH3:33].